Dataset: the Open Reaction Database (ORD), a public repository of structured organic reaction records. Task: describe an organic reaction: reactants, conditions, products, and yield Reactants: ClC=1N=CC=C2C1NC=C2 (7-chloro-1H-pyrrolo[2,3-c]pyridine), C(C)(=O)N (acetamide). Product: N1C=CC=2C1=C(N=CC2)NC(C)=O (N-(1H-Pyrrolo[2,3-c]pyridin-7-yl)acetamide). Isolated yield 8.7%. RXN SMILES: Cl[C:2]1[N:3]=[CH:4][CH:5]=[C:6]2[CH:10]=[CH:9][NH:8][C:7]=12.[C:11]([NH2:14])(=[O:13])[CH3:12]>>[NH:8]1[C:7]2=[C:2]([NH:14][C:11](=[O:13])[CH3:12])[N:3]=[CH:4][CH:5]=[C:6]2[CH:10]=[CH:9]1. Procedure details: N-(1H-Pyrrolo[2,3-c]pyridin-7-yl)acetamide (Intermediate 6, yield: 8.69%) was synthesized from 7-chloro-1H-pyrrolo[2,3-c]pyridine using acetamide. Reactants: C=C(Cl)C(C)(C)C(=O)OC, [Na+], [OH-], O. The product is C=C(Cl)C(C)(C)C(=O)O. As a reaction SMILES: [Cl:1][C:2]([C:3]([C:4](=[O:5])[O:6][CH3:7])([CH3:8])[CH3:9])=[CH2:10].[Na+:12].[OH-:11].[OH2:13]>>[Cl:1][C:2]([C:3]([C:4](=[O:5])[OH:6])([CH3:8])[CH3:9])=[CH2:10]. Reaction SMILES: [NH2:1][C:2]1[N:7]=[CH:6][N:5]=[C:4]2[N:8]([CH:12]3[CH2:16][CH:15]([OH:17])[CH:14]=[CH:13]3)[N:9]=[C:10](I)[C:3]=12.[CH3:18][O:19][C:20]1[CH:25]=[C:24](B2OC(C)(C)C(C)(C)O2)[CH:23]=[CH:22][C:21]=1[NH:35][C:36](=[O:48])[C:37]1[CH:42]=[CH:41][C:40]([C:43]([F:46])([F:45])[F:44])=[CH:39][C:38]=1[F:47].O.C(=O)([O-])[O-].[Na+].[Na+]>COCCOC.O>[NH2:1][C:2]1[N:7]=[CH:6][N:5]=[C:4]2[N:8]([CH:12]3[CH2:16][CH:15]([OH:17])[CH:14]=[CH:13]3)[N:9]=[C:10]([C:24]3[CH:23]=[CH:22][C:21]([NH:35][C:36](=[O:48])[C:37]4[CH:42]=[CH:41][C:40]([C:43]([F:45])([F:46])[F:44])=[CH:39][C:38]=4[F:47])=[C:20]([O:19][CH3:18])[CH:25]=3)[C:3]=12 |f:2.3.4.5|. Isolated yield 97.1%. The solvent is COCCOC (ethylene glycol dimethyl ether), O (water). Product: NC1=C2C(=NC=N1)N(N=C2C2=CC(=C(C=C2)NC(C2=C(C=C(C=C2)C(F)(F)F)F)=O)OC)C2C=CC(C2)O (N1-{4-[4-amino-1-(4-hydroxy-2-cyclopentenyl)-1H-pyrazolo[3,4-d]pyrimidin-3-yl]-2-methoxyphenyl}-2-fluoro-4-trifluoromethylbenzamide). The reactants are NC1=C2C(=NC=N1)N(N=C2I)C2C=CC(C2)O (4-(4-amino-3-iodo-1H-pyrazolo[3,4-d]pyrimidin-1-yl)-2-cyclopenten-1-ol), COC1=C(C=CC(=C1)B1OC(C(O1)(C)C)(C)C)NC(C1=C(C=C(C=C1)C(F)(F)F)F)=O (N1-[2-methoxy-4-(4,4,5,5-tetramethyl-1,3,2-dioxaborolan-2-yl)phenyl]-2-fluoro-4-trifluoromethylbenzamide), tetrakis(triphenyl-phosphine)palladium(0), O.C([O-])([O-])=O.[Na+].[Na+] (sodium carbonate monohydrate). Procedure: A mixture of 4-(4-amino-3-iodo-1H-pyrazolo[3,4-d]pyrimidin-1-yl)-2-cyclopenten-1-ol (0.12 g, 0.35 mmol), N1-[2-methoxy-4-(4,4,5,5-tetramethyl-1,3,2-dioxaborolan-2-yl)phenyl]-2-fluoro-4-trifluoromethylbenzamide (0.23 g, 0.53 mmol), tetrakis(triphenyl-phosphine)palladium(0) (0.02 g, 0.02 mmol) and sodium carbonate monohydrate (0.11 g, 0.88 mmol) was heated in a mixture of ethylene glycol dimethyl ether (6 mL) and water (3 mL) at 85° C. for 6 hours under an atmosphere of nitrogen. The mixture was a... Starting materials: C1(=CC=CC=C1)P(C1=CC=CC=C1)C1=CC=CC=C1 (Triphenylphosphine), OC1=CC=C(C=O)C=C1 (4-Hydroxy-benzaldehyde), C1(=CC=CC=C1)P(C1=CC=CC=C1)C1=CC=CC=C1 (triphenylphosphine), C(CCCCCCCCCCCCCCCCC)OC1CC(CC(C1OCCCCCCCCCCCCCCCCCC)OCCCCCCCCCCCCCCCCCC)CO ((3,4,5-Tris-octadecyloxy-cyclohexyl)-methanol), OC1=CC=C(C=O)C=C1 (4-hydroxy-benzaldehyde), C1(=CC=CC=C1)P(C1=CC=CC=C1)C1=CC=CC=C1 (triphenylphosphine). Run in C1CCOC1 (THF). Reaction conditions: time 40 minute. The product is C(CCCCCCCCCCCCCCCCC)OC1CC(CC(C1OCCCCCCCCCCCCCCCCCC)OCCCCCCCCCCCCCCCCCC)COC1=CC=C(C=O)C=C1 (4-(3,4,5-tris-octadecyloxy-cyclohexylmethoxy)-benzaldehyde). As a reaction SMILES: [CH2:1]([O:19][CH:20]1[CH:25]([O:26][CH2:27][CH2:28][CH2:29][CH2:30][CH2:31][CH2:32][CH2:33][CH2:34][CH2:35][CH2:36][CH2:37][CH2:38][CH2:39][CH2:40][CH2:41][CH2:42][CH2:43][CH3:44])[CH:24]([O:45][CH2:46][CH2:47][CH2:48][CH2:49][CH2:50][CH2:51][CH2:52][CH2:53][CH2:54][CH2:55][CH2:56][CH2:57][CH2:58][CH2:59][CH2:60][CH2:61][CH2:62][CH3:63])[CH2:23][CH:22]([CH2:64][OH:65])[CH2:21]1)[CH2:2][CH2:3][CH2:4][CH2:5][CH2:6][CH2:7][CH2:8][CH2:9][CH2:10][CH2:11][CH2:12][CH2:13][CH2:14][CH2:15][CH2:16][CH2:17][CH3:18].O[C:67]1[CH:74]=[CH:73][C:70]([CH:71]=[O:72])=[CH:69][CH:68]=1.C1(P(C2C=CC=CC=2)C2C=CC=CC=2)C=CC=CC=1>C1COCC1>[CH2:1]([O:19][CH:20]1[CH:25]([O:26][CH2:27][CH2:28][CH2:29][CH2:30][CH2:31][CH2:32][CH2:33][CH2:34][CH2:35][CH2:36][CH2:37][CH2:38][CH2:39][CH2:40][CH2:41][CH2:42][CH2:43][CH3:44])[CH:24]([O:45][CH2:46][CH2:47][CH2:48][CH2:49][CH2:50][CH2:51][CH2:52][CH2:53][CH2:54][CH2:55][CH2:56][CH2:57][CH2:58][CH2:59][CH2:60][CH2:61][CH2:62][CH3:63])[CH2:23][CH:22]([CH2:64][O:65][C:67]2[CH:74]=[CH:73][C:70]([CH:71]=[O:72])=[CH:69][CH:68]=2)[CH2:21]1)[CH2:2][CH2:3][CH2:4][CH2:5][CH2:6][CH2:7][CH2:8][CH2:9][CH2:10][CH2:11][CH2:12][CH2:13][CH2:14][CH2:15][CH2:16][CH2:17][CH3:18]. Procedure: (3,4,5-Tris-octadecyloxy-cyclohexyl)-methanol (283 mg, 308 μmol), 4-hydroxy-benzaldehyde (56 mg, 459 μmol), and triphenylphosphine (121 mg, 461 μmol) were dissolved in dehydrated THF (5.5 mL), DIED (93.3 μL, 472 μmol) was added, and the mixture was stirred for 40 minutes. 4-Hydroxy-benzaldehyde, triphenylphosphine, and DIED (each 153 μmol) were added, and the mixture was stirred overnight. Triphenylphosphine and DIED (each 306 μmol) were added, and the mixture was stirred for 2.5 hours. THF was ... The reactants are C, C1CCOC1, CCCC(C#Cc1cccc2c1CCCC2=O)OC, [Pd]. Product: CCCC(CCc1cccc2c1CCCC2=O)OC. As a reaction SMILES: [C:20].[CH2:22]1[O:23][CH2:24][CH2:25][CH2:26]1.[CH3:1][O:2][CH:3]([C:4]#[C:5][c:6]1[c:7]2[c:12]([cH:13][cH:14][cH:15]1)[C:11](=[O:16])[CH2:10][CH2:9][CH2:8]2)[CH2:17][CH2:18][CH3:19].[Pd:21]>>[CH3:1][O:2][CH:3]([CH2:4][CH2:5][c:6]1[c:7]2[c:12]([cH:13][cH:14][cH:15]1)[C:11](=[O:16])[CH2:10][CH2:9][CH2:8]2)[CH2:17][CH2:18][CH3:19]. Reactants: BrC=1C(NC=C(C1)C(F)(F)F)=O (3-bromo-5-trifluoromethyl-2(1H)-pyridone), IC (iodomethane). The reagents and catalysts are C([O-])([O-])=O.[Ag+2] (silver carbonate). The solvent is CCCCCC (hexane). Yields the product BrC=1C(=NC=C(C1)C(F)(F)F)OC (3-Bromo-2-methoxy-5-trifluoromethylpyridine). The yield is 42.3%. As a reaction SMILES: [Br:1][C:2]1[C:3](=[O:12])[NH:4][CH:5]=[C:6]([C:8]([F:11])([F:10])[F:9])[CH:7]=1.I[CH3:14]>CCCCCC.C(=O)([O-])[O-].[Ag+2]>[Br:1][C:2]1[C:3]([O:12][CH3:14])=[N:4][CH:5]=[C:6]([C:8]([F:11])([F:10])[F:9])[CH:7]=1 |f:3.4|. Reported procedure: To a suspension of 3-bromo-5-trifluoromethyl-2(1H)-pyridone (2.0 g, 8.26 mmol) and silver carbonate (2.32 g, 8.4 mmol) in hexane (50 mL) was added iodomethane (1.05 mL, 16.8 mmol) and the resulting mixture heated at reflux for 16 hrs. The suspension was cooled, and filtered, and the filtrate concentrated in vacuo. The residue was purified by silica chromatography to give the product as an oil (893 mg, 3.49 mmol, 42% yield).